Dataset: the Open Reaction Database (ORD), a public repository of structured organic reaction records. Task: describe an organic reaction: reactants, conditions, products, and yield Starting materials: NC[C@H]1N(CCC[C@H]1C)C(=O)C1=C(C=CC(=C1)C)C1=NC=CC=C1 (((2S,3R)-2-(aminomethyl)-3-methylpiperidin-1-yl)(5-methyl-2-(pyridin-2-yl)phenyl)methanone), BrC1=NC=C(C=C1)Cl (2-bromo-5-chloropyridine). Product: ClC=1C=CC(=NC1)NC[C@H]1N(CCC[C@H]1C)C(=O)C1=C(C=CC(=C1)C)C1=NC=CC=C1 (((2S,3R)-2-(((5-chloropyridin-2-yl)amino)methyl)-3-methylpiperidin-1-yl)(5-methyl-2-(pyridin-2-yl)phenyl)methanone). RXN SMILES: [NH2:1][CH2:2][C@@H:3]1[C@H:8]([CH3:9])[CH2:7][CH2:6][CH2:5][N:4]1[C:10]([C:12]1[CH:17]=[C:16]([CH3:18])[CH:15]=[CH:14][C:13]=1[C:19]1[CH:24]=[CH:23][CH:22]=[CH:21][N:20]=1)=[O:11].Br[C:26]1[CH:31]=[CH:30][C:29]([Cl:32])=[CH:28][N:27]=1>>[Cl:32][C:29]1[CH:30]=[CH:31][C:26]([NH:1][CH2:2][C@@H:3]2[C@H:8]([CH3:9])[CH2:7][CH2:6][CH2:5][N:4]2[C:10]([C:12]2[CH:17]=[C:16]([CH3:18])[CH:15]=[CH:14][C:13]=2[C:19]2[CH:24]=[CH:23][CH:22]=[CH:21][N:20]=2)=[O:11])=[N:27][CH:28]=1. Procedure: The title compound was prepared following the same general protocol as described for Example A44 using ((2S,3R)-2-(aminomethyl)-3-methylpiperidin-1-yl)(5-methyl-2-(pyridin-2-yl)phenyl)methanone and 2-bromo-5-chloropyridine. ESI-MS (m/z): 435 [M+1]+. Reactants: Cc1ccc(NC(=O)C(O)COCCO[Si](c2ccccc2)(c2ccccc2)C(C)(C)C)nc1, C1CCOC1, Clc1ccccc1-n1nnc2c(Cl)ncnc21, [H-], [Na+], O=C(O)CC(O)(CC(=O)O)C(=O)O. Yields the product Cc1ccc(NC(=O)C(COCCO[Si](c2ccccc2)(c2ccccc2)C(C)(C)C)Oc2ncnc3c2nnn3-c2ccccc2Cl)nc1. As a reaction SMILES: [C:3]([CH3:4])([CH3:5])([CH3:6])[Si:7]([O:8][CH2:9][CH2:10][O:11][CH2:12][CH:13]([C:14](=[O:15])[NH:16][c:17]1[n:18][cH:19][c:20]([CH3:23])[cH:21][cH:22]1)[OH:24])([c:25]1[cH:26][cH:27][cH:28][cH:29][cH:30]1)[c:31]1[cH:32][cH:33][cH:34][cH:35][cH:36]1.[CH2:67]1[O:68][CH2:69][CH2:70][CH2:71]1.[Cl:37][c:38]1[c:39]2[c:40]([n:41][cH:42][n:43]1)[n:44](-[c:47]1[c:48]([Cl:53])[cH:49][cH:50][cH:51][cH:52]1)[n:45][n:46]2.[H-:1].[Na+:2].[OH:54][C:55]([CH2:56][C:57]([C:58](=[O:59])[OH:60])([CH2:61][C:62](=[O:63])[OH:64])[OH:65])=[O:66]>>[C:3]([CH3:4])([CH3:5])([CH3:6])[Si:7]([O:8][CH2:9][CH2:10][O:11][CH2:12][CH:13]([C:14](=[O:15])[NH:16][c:17]1[n:18][cH:19][c:20]([CH3:23])[cH:21][cH:22]1)[O:24][c:38]1[c:39]2[c:40]([n:41][cH:42][n:43]1)[n:44](-[c:47]1[c:48]([Cl:53])[cH:49][cH:50][cH:51][cH:52]1)[n:45][n:46]2)([c:25]1[cH:26][cH:27][cH:28][cH:29][cH:30]1)[c:31]1[cH:32][cH:33][cH:34][cH:35][cH:36]1.